From a dataset of the Open Reaction Database (ORD), a public repository of structured organic reaction records. describe an organic reaction: reactants, conditions, products, and yield Run at time 20 hour. Solvent: C(Cl)(Cl)Cl (chloroform), C(Cl)(Cl)Cl (chloroform). Reactants: CN(C=NS(=O)(=O)C1=CC=2C=NC(=CC2O1)C)C (N,N-dimethyl-N'-(6-methylfuro[3.2-c]pyridine-2-sulfonyl)formamidine), ClC1=CC(=CC=C1)C(=O)OO (m-chloroperbenzoic acid). The product is CN(C=NS(=O)(=O)C1=CC=2C=[N+](C(=CC2O1)C)[O-])C (N,N-Dimethyl-N'-(5-oxido-6-methylfuro[3.2-c]pyridine-2-sulfonyl)formamidin). Yield: 97.0%. Procedure details: To a solution of N,N-dimethyl-N'-(6-methylfuro[3.2-c]pyridine-2-sulfonyl)formamidine (5.61 g, 21 mmol) in chloroform (65 ml) was added dropwise a solution of commercial 80% pure m-chloroperbenzoic acid (5.0 g, 23 mmol) in chloroform (45 ml). The reaction was stirred for 20 hours and then concentrated on a rotary evaporator to near dryness. The residue was digested in diethyl ether and the precipitated product filtered. This solid (6.06 g) was digested in ethyl acetate/chloroform/methanol and the... As a reaction SMILES: [CH3:1][N:2]([CH3:18])[CH:3]=[N:4][S:5]([C:8]1[O:16][C:15]2[CH:14]=[C:13]([CH3:17])[N:12]=[CH:11][C:10]=2[CH:9]=1)(=[O:7])=[O:6].ClC1C=CC=C(C(OO)=[O:27])C=1>C(Cl)(Cl)Cl>[CH3:1][N:2]([CH3:18])[CH:3]=[N:4][S:5]([C:8]1[O:16][C:15]2[CH:14]=[C:13]([CH3:17])[N+:12]([O-:27])=[CH:11][C:10]=2[CH:9]=1)(=[O:6])=[O:7]. Starting materials: Fc1cnc(Cl)nc1-c1cnc2ccccn12, Nc1ccc(C(=O)O)cc1, C1COCCO1. Yields the product O=C(O)c1ccc(Nc2ncc(F)c(-c3cnc4ccccn34)n2)cc1. As a reaction SMILES: [Cl:1][c:2]1[n:3][cH:4][c:5]([F:17])[c:6](-[c:8]2[cH:9][n:10][c:11]3[n:12]2[cH:13][cH:14][cH:15][cH:16]3)[n:7]1.[NH2:18][c:19]1[cH:20][cH:21][c:22]([C:23](=[O:24])[OH:25])[cH:26][cH:27]1.[O:28]1[CH2:29][CH2:30][O:31][CH2:32][CH2:33]1>>[c:2]1([NH:18][c:19]2[cH:20][cH:21][c:22]([C:23](=[O:24])[OH:25])[cH:26][cH:27]2)[n:3][cH:4][c:5]([F:17])[c:6](-[c:8]2[cH:9][n:10][c:11]3[n:12]2[cH:13][cH:14][cH:15][cH:16]3)[n:7]1. Reaction SMILES: [K+].[Br:2][C:3]1[CH:8]=[CH:7][C:6]([CH:9]([C:19]2[CH:24]=[CH:23][CH:22]=[CH:21][N:20]=2)[O:10][CH:11]([CH2:15][CH:16]([CH3:18])[CH3:17])[C:12]([O-:14])=O)=[CH:5][CH:4]=1.Cl.[NH2:26][CH2:27][C:28]#[N:29]>>[Br:2][C:3]1[CH:4]=[CH:5][C:6]([CH:9]([C:19]2[CH:24]=[CH:23][CH:22]=[CH:21][N:20]=2)[O:10][CH:11]([CH2:15][CH:16]([CH3:18])[CH3:17])[C:12]([NH:29][CH2:28][C:27]#[N:26])=[O:14])=[CH:7][CH:8]=1 |f:0.1,2.3|. The product is BrC1=CC=C(C=C1)C(OC(C(=O)NCC#N)CC(C)C)C1=NC=CC=C1 (2-[(4-bromophenyl)(pyridin-2-yl)methoxy]-N-(cyanomethyl)-4-methylpentanamide). Starting materials: [K+].BrC1=CC=C(C=C1)C(OC(C(=O)[O-])CC(C)C)C1=NC=CC=C1 (2-[(4-bromophenyl)(pyridin-2-yl)methoxy]-4-methylpentanoic acid potassium salt), Cl.NCC#N (aminoacetonitrile HCl Salt). Procedure details: Using the same protocol as described in example 17, step 3, 2-[(4-bromophenyl)(pyridin-2-yl)methoxy]-4-methylpentanoic acid potassium salt from step 3 (662 mg, 1.59 mmol) was coupled with aminoacetonitrile HCl Salt. The crude residue obtained was chromatographed on silica gel using 50% ethyl acetate in hexanes to afford the title compound. The reactants are O=[N+]([O-])c1ccc(-c2ccc(I)cc2)cc1, OC1CN2CCC1CC2. Product: O=[N+]([O-])c1ccc(-c2ccc(OC3CN4CCC3CC4)cc2)cc1. As a reaction SMILES: [I:10][c:11]1[cH:12][cH:13][c:14](-[c:17]2[cH:18][cH:19][c:20]([N+:23](=[O:24])[O-:25])[cH:21][cH:22]2)[cH:15][cH:16]1.[N:1]12[CH2:2][CH:3]([OH:9])[CH:4]([CH2:5][CH2:6]1)[CH2:7][CH2:8]2>>[N:1]12[CH2:2][CH:3]([O:9][c:11]3[cH:12][cH:13][c:14](-[c:17]4[cH:18][cH:19][c:20]([N+:23](=[O:24])[O-:25])[cH:21][cH:22]4)[cH:15][cH:16]3)[CH:4]([CH2:5][CH2:6]1)[CH2:7][CH2:8]2.